Task: describe an organic reaction: reactants, conditions, products, and yield. Dataset: the Open Reaction Database (ORD), a public repository of structured organic reaction records Solvent: C(Cl)Cl (methylene chloride), C(Cl)Cl (methylene chloride). Run at time 30 minute. Reported procedure: A solution of bromoacetyl chloride (14.17 g) in methylene chloride (30 ml) is added dropwise to a stirred suspension of oxindole (6 g) and AlCl3 (13.31 g) in methylene chloride (200 ml). The reaction mixture is refluxed for 4 hours, cooled to RT, poured with stirring into an ice/water mixture, stirred for 30 minutes, filtered and washed with methylene chloride yielding the desired product as a solid which is recrystallized from isopropanol. Starting materials: ice water, BrCC(=O)Cl (bromoacetyl chloride), N1C(CC2=CC=CC=C12)=O (oxindole), [Al+3].[Cl-].[Cl-].[Cl-] (AlCl3). Reaction SMILES: [Br:1][CH2:2][C:3](Cl)=[O:4].[NH:6]1[C:14]2[C:9](=[CH:10][CH:11]=[CH:12][CH:13]=2)[CH2:8][C:7]1=[O:15].[Al+3].[Cl-].[Cl-].[Cl-]>C(Cl)Cl>[Br:1][CH2:2][C:3]([C:11]1[CH:10]=[C:9]2[C:14](=[CH:13][CH:12]=1)[NH:6][C:7](=[O:15])[CH2:8]2)=[O:4] |f:2.3.4.5|. Yields the product BrCC(=O)C=1C=C2CC(NC2=CC1)=O (5-(α-Bromoacetyl)oxindole). The reactants are C(C)(C)(C)C1=CC=C(C=C1)SCCCCOC=1C=C2CCC(NC2=CC1)=O (6-[4-(4-tert. butylphenyl-mercapto)-butoxy]-3,4-dihydro-carbostyril), OO (hydrogen peroxide). The product is C(C)(C)(C)C1=CC=C(C=C1)S(=O)CCCCOC=1C=C2CCC(NC2=CC1)=O (6-[4-(4-tert. Butylphenyl-sulfinyl)-butoxy]-3,4-dihydro-carbostyril). As a reaction SMILES: [C:1]([C:5]1[CH:10]=[CH:9][C:8]([S:11][CH2:12][CH2:13][CH2:14][CH2:15][O:16][C:17]2[CH:18]=[C:19]3[C:24](=[CH:25][CH:26]=2)[NH:23][C:22](=[O:27])[CH2:21][CH2:20]3)=[CH:7][CH:6]=1)([CH3:4])([CH3:3])[CH3:2].[OH:28]O>>[C:1]([C:5]1[CH:6]=[CH:7][C:8]([S:11]([CH2:12][CH2:13][CH2:14][CH2:15][O:16][C:17]2[CH:18]=[C:19]3[C:24](=[CH:25][CH:26]=2)[NH:23][C:22](=[O:27])[CH2:21][CH2:20]3)=[O:28])=[CH:9][CH:10]=1)([CH3:4])([CH3:2])[CH3:3]. Reported procedure: Prepared analogous to Example 123 from 6-[4-(4-tert. butylphenyl-mercapto)-butoxy]-3,4-dihydro-carbostyril and hydrogen peroxide. Reactants: CN1C=C(C2=CC=CC=C12)C=1C(NC(C1C1=CC(=CC=C1)N)=O)=O (3-(1-methylindol-3-yl)-4-(3-aminophenyl)-1H-pyrrole-2,5-dione), OCC(C)=O (hydroxyacetone), [BH3-]C#N.[Na+] (NaCNBH3). The solvent is C(Cl)Cl (CH2Cl2), C1CCOC1 (THF). Reaction conditions: time 8 hour. Product: CN1C=C(C2=CC=CC=C12)C=1C(NC(C1C1=CC(=CC=C1)NC(CO)C)=O)=O (3-(1-methylindol-3-yl)-4-[3-(2-hydroxy-1-methylethylamino)phenyl]-1H-pyrrole-2,5-dione). As a reaction SMILES: [CH3:1][N:2]1[C:10]2[C:5](=[CH:6][CH:7]=[CH:8][CH:9]=2)[C:4]([C:11]2[C:12](=[O:24])[NH:13][C:14](=[O:23])[C:15]=2[C:16]2[CH:21]=[CH:20][CH:19]=[C:18]([NH2:22])[CH:17]=2)=[CH:3]1.[OH:25][CH2:26][C:27](=O)[CH3:28].[BH3-]C#N.[Na+]>C(Cl)Cl.C1COCC1>[CH3:1][N:2]1[C:10]2[C:5](=[CH:6][CH:7]=[CH:8][CH:9]=2)[C:4]([C:11]2[C:12](=[O:24])[NH:13][C:14](=[O:23])[C:15]=2[C:16]2[CH:21]=[CH:20][CH:19]=[C:18]([NH:22][CH:27]([CH3:28])[CH2:26][OH:25])[CH:17]=2)=[CH:3]1 |f:2.3|. Reported procedure: To a mixture of 3-(1-methylindol-3-yl)-4-(3-aminophenyl)-1H-pyrrole-2,5-dione (100 mg, 0.32 mmol) and hydroxyacetone (0.03 mL, 1.5 eq) in CH2Cl2 (12 mL) and THF (5 mL) was added NaCNBH3 (28 mg, 1.5 eq) and the reaction mixture was stirred overnight. The volatiles were removed under vacuo and the residue was purified by preparatory TLC to give 3-(1-methylindol-3-yl)-4-[3-(2-hydroxy-1-methylethylamino)phenyl]-1H-pyrrole-2,5-dione (8 mg). LC/MS: M+ 375(85.6%). Starting materials: Brc1ncnc2oc(-c3ccccc3)c(-c3ccccc3)c12, CC(C)(C)OC(=O)N1CCN(CCN)CC1, CCCCO, CCN(C(C)C)C(C)C. Yields the product CC(C)(C)OC(=O)N1CCN(CCNc2ncnc3oc(-c4ccccc4)c(-c4ccccc4)c23)CC1. As a reaction SMILES: [Br:1][c:2]1[c:3]2[c:4]([n:5][cH:6][n:7]1)[o:8][c:9](-[c:17]1[cH:18][cH:19][cH:20][cH:21][cH:22]1)[c:10]2-[c:11]1[cH:12][cH:13][cH:14][cH:15][cH:16]1.[C:23]([CH3:24])([CH3:25])([CH3:26])[O:27][C:28](=[O:29])[N:30]1[CH2:31][CH2:32][N:33]([CH2:36][CH2:37][NH2:38])[CH2:34][CH2:35]1.[CH2:48]([OH:49])[CH2:50][CH2:51][CH3:52].[CH:39]([N:40]([CH2:41][CH3:42])[CH:43]([CH3:44])[CH3:45])([CH3:46])[CH3:47]>>[c:2]1([NH:38][CH2:37][CH2:36][N:33]2[CH2:32][CH2:31][N:30]([C:28]([O:27][C:23]([CH3:24])([CH3:25])[CH3:26])=[O:29])[CH2:35][CH2:34]2)[c:3]2[c:4]([n:5][cH:6][n:7]1)[o:8][c:9](-[c:17]1[cH:18][cH:19][cH:20][cH:21][cH:22]1)[c:10]2-[c:11]1[cH:12][cH:13][cH:14][cH:15][cH:16]1. The reactants are ClC=1C=C(C=C(C1C(C)(C)C1=NOC(=N1)C1=C(C=CC=C1)C)Cl)N1N=C(C(NC1=O)=O)C(=O)NC(OCC)=O (ethyl [[2-[3,5-dichloro-4-[1-[5-(2-methylphenyl)-1,2,4-oxadiazol-3-yl]-1-methylethyl]phenyl]-2,3,4,5-tetrahydro-3,5-dioxo-1,2,4-triazin-6-yl]carbonyl]carbamate), C(C)(=O)O (acetic acid). Run in Cl (HCl). The product is ClC=1C=C(C=C(C1C(C)(C)C1=NOC(=N1)C1=C(C=CC=C1)C)Cl)N1N=C(C(NC1=O)=O)C(=O)O (2-[3,5-dichloro-4-[1-[5-[2-methylphenyl)-1,2,4-oxadiazol-3-yl]-1-methylethyl]phenyl]-2,3,4,5-tetrahydro-3,5-dioxo-1,2,4-triazine-6-carboxylic acid). As a reaction SMILES: [Cl:1][C:2]1[CH:3]=[C:4]([N:24]2[C:29](=[O:30])[NH:28][C:27](=[O:31])[C:26]([C:32](NC(=O)OCC)=[O:33])=[N:25]2)[CH:5]=[C:6]([Cl:23])[C:7]=1[C:8]([C:11]1[N:15]=[C:14]([C:16]2[CH:21]=[CH:20][CH:19]=[CH:18][C:17]=2[CH3:22])[O:13][N:12]=1)([CH3:10])[CH3:9].C(O)(=[O:42])C>Cl>[Cl:1][C:2]1[CH:3]=[C:4]([N:24]2[C:29](=[O:30])[NH:28][C:27](=[O:31])[C:26]([C:32]([OH:33])=[O:42])=[N:25]2)[CH:5]=[C:6]([Cl:23])[C:7]=1[C:8]([C:11]1[N:15]=[C:14]([C:16]2[CH:21]=[CH:20][CH:19]=[CH:18][C:17]=2[CH3:22])[O:13][N:12]=1)([CH3:9])[CH3:10]. Reported procedure: A mixture of intermediate (21) (0.0302 mole) in HCl 36% (10 ml) and acetic acid (200 ml) was stirred and refluxed overnight. The reaction mixture was poured out onto crushed ice and this mixture was extracted with CH2Cl2. The separated organic layer was dried, filtered and the solvent evaporated, yielding 16.3 g of 2-[3,5-dichloro-4-[1-[5-[2-methylphenyl)-1,2,4-oxadiazol-3-yl]-1-methylethyl]phenyl]-2,3,4,5-tetrahydro-3,5-dioxo-1,2,4-triazine-6-carboxylic acid (intermediate 22). Reactants: CC(C)Cc1cc(C(N)=O)nn1Cc1ccccc1, [NH4+], [OH-], O, O=P(Cl)(Cl)Cl. The product is CC(C)Cc1cc(C#N)nn1Cc1ccccc1. RXN SMILES: [CH2:1]([c:2]1[cH:3][cH:4][cH:5][cH:6][cH:7]1)[n:8]1[n:9][c:10]([C:17](=[O:18])[NH2:19])[cH:11][c:12]1[CH2:13][CH:14]([CH3:15])[CH3:16].[NH4+:25].[OH-:26].[OH2:27].[P:20]([Cl:21])([Cl:22])([Cl:23])=[O:24]>>[CH2:1]([c:2]1[cH:3][cH:4][cH:5][cH:6][cH:7]1)[n:8]1[n:9][c:10]([C:17]#[N:19])[cH:11][c:12]1[CH2:13][CH:14]([CH3:15])[CH3:16].